This data is from the Open Reaction Database (ORD), a public repository of structured organic reaction records. The task is: describe an organic reaction: reactants, conditions, products, and yield The reactants are BrC1=C(N=CN1C)C1=NC=CC(=C1)C#N (2-(5-bromo-1-methyl-1H-imidazol-4-yl)pyridine-4-carbonitrile), C1(CC1)C1=CC=C(C=C1)B(O)O (4-cyclopropylphenylboronic acid). The product is C1(CC1)C1=CC=C(C=C1)C1=C(N=CN1C)C1=NC=CC(=C1)C#N (2-[5-(4-cyclopropylphenyl)-1-methyl-1H-imidazol-4-yl]pyridine-4-carbonitrile). As a reaction SMILES: Br[C:2]1[N:6]([CH3:7])[CH:5]=[N:4][C:3]=1[C:8]1[CH:13]=[C:12]([C:14]#[N:15])[CH:11]=[CH:10][N:9]=1.[CH:16]1([C:19]2[CH:24]=[CH:23][C:22](B(O)O)=[CH:21][CH:20]=2)[CH2:18][CH2:17]1>>[CH:16]1([C:19]2[CH:24]=[CH:23][C:22]([C:2]3[N:6]([CH3:7])[CH:5]=[N:4][C:3]=3[C:8]3[CH:13]=[C:12]([C:14]#[N:15])[CH:11]=[CH:10][N:9]=3)=[CH:21][CH:20]=2)[CH2:18][CH2:17]1. Procedure: The title compound was prepared from 2-(5-bromo-1-methyl-1H-imidazol-4-yl)pyridine-4-carbonitrile and 4-cyclopropylphenylboronic acid according to the procedure for the preparation of Example 3, part A. [M+H] Calc'd for C19H16N4, 301. Found, 301. The reactants are O=C([O-])[O-], CN(C)C=O, Cc1oc(-c2ccccc2)nc1COc1ccc(CCl)cc1, [K+], [K+], O, COC(=O)Cc1ccc(O)cc1. Yields the product COC(=O)Cc1ccc(OCc2ccc(OCc3nc(-c4ccccc4)oc3C)cc2)cc1. Reaction SMILES: [C:35](=[O:36])([O-:37])[O-:38].[CH3:41][N:42]([CH3:43])[CH:44]=[O:45].[Cl:1][CH2:2][c:3]1[cH:4][cH:5][c:6]([O:7][CH2:8][c:9]2[n:10][c:11](-[c:15]3[cH:16][cH:17][cH:18][cH:19][cH:20]3)[o:12][c:13]2[CH3:14])[cH:21][cH:22]1.[K+:39].[K+:40].[OH2:46].[OH:23][c:24]1[cH:25][cH:26][c:27]([CH2:30][C:31](=[O:32])[O:33][CH3:34])[cH:28][cH:29]1>>[CH2:2]([c:3]1[cH:4][cH:5][c:6]([O:7][CH2:8][c:9]2[n:10][c:11](-[c:15]3[cH:16][cH:17][cH:18][cH:19][cH:20]3)[o:12][c:13]2[CH3:14])[cH:21][cH:22]1)[O:23][c:24]1[cH:25][cH:26][c:27]([CH2:30][C:31](=[O:32])[O:33][CH3:34])[cH:28][cH:29]1. Reactants: BrCC(=O)NC=1C=C(C(=O)OC)C=C(C1)N1C=CC=C1 (methyl 3-bromoacetylamino-5-(pyrrol-1-yl)benzoate), N1CCOCC1 (morpholine), C(C)(=O)OCC (ethyl acetate), O (water). Run in ClCCl (dichloromethane), O1CCCC1 (tetrahydrofuran). Run at time 17 hour. The product is O1CCN(CC1)CC(=O)NC=1C=C(C(=O)OC)C=C(C1)N1C=CC=C1 (methyl 3-morpholinoacetylamino-5-(pyrrol-1-yl)benzoate). As a reaction SMILES: Br[CH2:2][C:3]([NH:5][C:6]1[CH:7]=[C:8]([CH:13]=[C:14]([N:16]2[CH:20]=[CH:19][CH:18]=[CH:17]2)[CH:15]=1)[C:9]([O:11][CH3:12])=[O:10])=[O:4].[NH:21]1[CH2:26][CH2:25][O:24][CH2:23][CH2:22]1.C(OCC)(=O)C.O>ClCCl.O1CCCC1>[O:24]1[CH2:25][CH2:26][N:21]([CH2:2][C:3]([NH:5][C:6]2[CH:7]=[C:8]([CH:13]=[C:14]([N:16]3[CH:20]=[CH:19][CH:18]=[CH:17]3)[CH:15]=2)[C:9]([O:11][CH3:12])=[O:10])=[O:4])[CH2:22][CH2:23]1. Reported procedure: A mixture of methyl 3-bromoacetylamino-5-(pyrrol-1-yl)benzoate (0.5 g) and morpholine (0.28 ml) in dichloromethane (5 ml) and tetrahydrofuran (7 ml) was stirred for 17 hours at room temperature. The reaction mixture was poured into the mixture of ethyl acetate and water. The organic layer was successively washed with brine and dried over magnesium sulfate. The solvent was evaporated in vacuo and the residue was purified by column chromatography on silica gel eluting with chloroform. The eluted f... Reported procedure: 4-{4-[5-(3-tert-Butyl-phenylcarbamoyl)-pyridin-2-yl]-piperazine-1-carbonyl}-cyclohexanecarboxylic acid was prepared from N-(3-tert-butyl-phenyl)-6-piperazin-1-yl-nicotinamide and trans-1,4-cyclohexane dicarboxylic acid monobenzyl ester in a manner similar to the one described in the synthesis of (1S,2S)-2-{4-[5-(3-tert-butyl-phenylcarbamoyl)-pyridin-2-yl]-piperazine-1-carbonyl}-cyclopentanecarboxylic acid above. HRMS m/z calcd for C28H36N4O4 [M+H]+: 493.2810. Found: 493.2807. The reactants are C(C)(C)(C)C=1C=C(C=CC1)NC(C1=CN=C(C=C1)N1CCNCC1)=O (N-(3-tert-butyl-phenyl)-6-piperazin-1-yl-nicotinamide), C(C1=CC=CC=C1)OC(=O)[C@@H]1CC[C@H](CC1)C(=O)O (trans-1,4-cyclohexane dicarboxylic acid monobenzyl ester), C(C)(C)(C)C=1C=C(C=CC1)NC(=O)C=1C=CC(=NC1)N1CCN(CC1)C(=O)[C@@H]1[C@H](CCC1)C(=O)O ((1S,2S)-2-{4-[5-(3-tert-butyl-phenylcarbamoyl)-pyridin-2-yl]-piperazine-1-carbonyl}-cyclopentanecarboxylic acid). Product: C(C)(C)(C)C=1C=C(C=CC1)NC(=O)C=1C=CC(=NC1)N1CCN(CC1)C(=O)C1CCC(CC1)C(=O)O (4-{4-[5-(3-tert-Butyl-phenylcarbamoyl)-pyridin-2-yl]-piperazine-1-carbonyl}-cyclohexanecarboxylic acid). RXN SMILES: [C:1]([C:5]1[CH:6]=[C:7]([NH:11][C:12](=[O:25])[C:13]2[CH:18]=[CH:17][C:16]([N:19]3[CH2:24][CH2:23][NH:22][CH2:21][CH2:20]3)=[N:15][CH:14]=2)[CH:8]=[CH:9][CH:10]=1)([CH3:4])([CH3:3])[CH3:2].C([O:33][C:34]([C@H:36]1[CH2:41][CH2:40][C@H:39]([C:42](O)=[O:43])[CH2:38][CH2:37]1)=[O:35])C1C=CC=CC=1.C(C1C=C(NC(C2C=CC(N3CCN(C([C@H]4CCC[C@@H]4C(O)=O)=O)CC3)=NC=2)=O)C=CC=1)(C)(C)C>>[C:1]([C:5]1[CH:6]=[C:7]([NH:11][C:12]([C:13]2[CH:18]=[CH:17][C:16]([N:19]3[CH2:24][CH2:23][N:22]([C:42]([CH:39]4[CH2:38][CH2:37][CH:36]([C:34]([OH:35])=[O:33])[CH2:41][CH2:40]4)=[O:43])[CH2:21][CH2:20]3)=[N:15][CH:14]=2)=[O:25])[CH:8]=[CH:9][CH:10]=1)([CH3:4])([CH3:2])[CH3:3]. Product: COCCOC1CC(c2nc(-c3ccc(Br)cc3)cn2COCC[Si](C)(C)C)N(C(=O)OC(C)(C)C)C1. Reactants: COCCBr, CC(C)(C)OC(=O)N1CC(O)CC1c1nc(-c2ccc(Br)cc2)cn1COCC[Si](C)(C)C, [H-], [Na+], CN(C)C=O. RXN SMILES: [Br:36][CH2:37][CH2:38][O:39][CH3:40].[C:1]([CH3:2])([CH3:3])([CH3:4])[O:5][C:6](=[O:7])[N:8]1[CH:9]([c:14]2[n:15]([CH2:26][O:27][CH2:28][CH2:29][Si:30]([CH3:31])([CH3:32])[CH3:33])[cH:16][c:17](-[c:19]3[cH:20][cH:21][c:22]([Br:25])[cH:23][cH:24]3)[n:18]2)[CH2:10][CH:11]([OH:13])[CH2:12]1.[H-:35].[Na+:34].[O:41]=[CH:42][N:43]([CH3:44])[CH3:45]>>[C:1]([CH3:2])([CH3:3])([CH3:4])[O:5][C:6](=[O:7])[N:8]1[CH:9]([c:14]2[n:15]([CH2:26][O:27][CH2:28][CH2:29][Si:30]([CH3:31])([CH3:32])[CH3:33])[cH:16][c:17](-[c:19]3[cH:20][cH:21][c:22]([Br:25])[cH:23][cH:24]3)[n:18]2)[CH2:10][CH:11]([O:13][CH2:37][CH2:38][O:39][CH3:40])[CH2:12]1. Reactants: CN1CCC=2C1=NC(=CC2C)CCCCCCCC (1,4-Dimethyl-6-octyl-2,3-dihydro-1H-pyrrolo[2,3-b]pyridine), BrN1C(=O)N(C(=O)C1(C)C)Br (1,3-dibromo-5,5-dimethylhydantoin). Run in C(Cl)(Cl)Cl (chloroform). Conditions: temperature 0 celsius, time 30 minute. Yields the product BrC=1C(=C2C(=NC1CCCCCCCC)N(CC2)C)C (5-bromo-1,4-dimethyl-6-octyl-2,3-dihydro-1H-pyrrolo[2,3-b]pyridine). As a reaction SMILES: [CH3:1][N:2]1[C:6]2=[N:7][C:8]([CH2:12][CH2:13][CH2:14][CH2:15][CH2:16][CH2:17][CH2:18][CH3:19])=[CH:9][C:10]([CH3:11])=[C:5]2[CH2:4][CH2:3]1.[Br:20]N1C(C)(C)C(=O)N(Br)C1=O>C(Cl)(Cl)Cl>[Br:20][C:9]1[C:10]([CH3:11])=[C:5]2[CH2:4][CH2:3][N:2]([CH3:1])[C:6]2=[N:7][C:8]=1[CH2:12][CH2:13][CH2:14][CH2:15][CH2:16][CH2:17][CH2:18][CH3:19]. Reported procedure: To a solution containing 402 mg (1.54 mmol) of 1,4-Dimethyl-6-octyl-2,3-dihydro-1H-pyrrolo[2,3-b]pyridine in 6 mL of chloroform was added 220 mg (0.77 mmol) of 1,3-dibromo-5,5-dimethylhydantoin in five portions at 0° C. The reaction mixture was stirred at 0° C. for 30 min. The reaction mixture was quenched by the addition of 8 mL of sat aq. NaHCO3. The mixture was extracted with three 25-mL portions of chloroform. The combined organic layer was washed with brine, dried over anhydrous MgSO4, filt...